Dataset: the Open Reaction Database (ORD), a public repository of structured organic reaction records. Task: describe an organic reaction: reactants, conditions, products, and yield Reactants: BrBr, O=C1CCCc2c(Br)cccc21, CCOCC, ClCCl. As a reaction SMILES: [Br:13][Br:14].[Br:1][c:2]1[c:3]2[c:8]([cH:9][cH:10][cH:11]1)[C:7](=[O:12])[CH2:6][CH2:5][CH2:4]2.[CH3:18][CH2:19][O:20][CH2:21][CH3:22].[Cl:15][CH2:16][Cl:17]>>[Br:1][c:2]1[c:3]2[c:8]([cH:9][cH:10][cH:11]1)[C:7](=[O:12])[CH:6]([Br:13])[CH2:5][CH2:4]2. Yields the product O=C1c2cccc(Br)c2CCC1Br. Starting materials: Cl.C(C1=CC=CC=C1)N1C(=NC=C1)CC1COC2=C(O1)C=CC=C2 (1-Benzyl-2-(1,4-benzodioxan-2-ylmethyl)imidazole hydrochloride), C([O-])([O-])=O.[K+].[K+] (potassium carbonate). Run in CCOCC (ether). Product: C(C1=CC=CC=C1)N1C(=NC=C1)CC1COC2=C(O1)C=CC=C2 (1-benzyl-2-(1,4-benzodioxan-2-ylmethyl)imidazole). As a reaction SMILES: Cl.[CH2:2]([N:9]1[CH:13]=[CH:12][N:11]=[C:10]1[CH2:14][CH:15]1[O:20][C:19]2[CH:21]=[CH:22][CH:23]=[CH:24][C:18]=2[O:17][CH2:16]1)[C:3]1[CH:8]=[CH:7][CH:6]=[CH:5][CH:4]=1.C(=O)([O-])[O-].[K+].[K+]>CCOCC>[CH2:2]([N:9]1[CH:13]=[CH:12][N:11]=[C:10]1[CH2:14][CH:15]1[O:20][C:19]2[CH:21]=[CH:22][CH:23]=[CH:24][C:18]=2[O:17][CH2:16]1)[C:3]1[CH:4]=[CH:5][CH:6]=[CH:7][CH:8]=1 |f:0.1,2.3.4|. Reported procedure: 1-Benzyl-2-(1,4-benzodioxan-2-ylmethyl)imidazole hydrochloride (1.0 g) suspended in 50 ml of ether is stirred with excess dilute aqueous potassium carbonate solution until the salt is completely dissolved. The organic layer is then separated, washed twice with water, dried over magnesium sulfate and evaporated to yield 1-benzyl-2-(1,4-benzodioxan-2-ylmethyl)imidazole. Reactants: CO, CC1(CCl)CO1, CC1(O)CN(C(c2ccccc2)c2ccccc2)C1, NC(c1ccccc1)c1ccccc1. Product: CC1(N)CN(C(c2ccccc2)c2ccccc2)C1. Reaction SMILES: [CH3:40][OH:41].[Cl:20][CH2:21][C:22]1([CH3:23])[O:24][CH2:25]1.[c:1]1([CH:7]([N:8]2[CH2:9][C:10]([CH3:12])([OH:13])[CH2:11]2)[c:14]2[cH:15][cH:16][cH:17][cH:18][cH:19]2)[cH:2][cH:3][cH:4][cH:5][cH:6]1.[c:26]1([CH:27]([c:28]2[cH:29][cH:30][cH:31][cH:32][cH:33]2)[NH2:39])[cH:34][cH:35][cH:36][cH:37][cH:38]1>>[c:1]1([CH:7]([N:8]2[CH2:9][C:10]([CH3:12])([NH2:39])[CH2:11]2)[c:14]2[cH:15][cH:16][cH:17][cH:18][cH:19]2)[cH:2][cH:3][cH:4][cH:5][cH:6]1. Starting materials: N1=C(C(=CC2=CC=CC=C12)C(=O)O)C(=O)O (quinoline-2,3-dicarboxylic acid), C(C)(=O)OC(C)=O (acetic anhydride). Yields the product N1=C2C(=CC3=CC=CC=C13)C(=O)OC2=O (2,3-quinolinedicarboxylic acid anhydride). RXN SMILES: [N:1]1[C:10]2[C:5](=[CH:6][CH:7]=[CH:8][CH:9]=2)[CH:4]=[C:3]([C:11]([OH:13])=O)[C:2]=1[C:14]([OH:16])=[O:15].C(OC(=O)C)(=O)C>>[N:1]1[C:10]2[C:5](=[CH:6][CH:7]=[CH:8][CH:9]=2)[CH:4]=[C:3]2[C:11]([O:16][C:14](=[O:15])[C:2]=12)=[O:13]. Reported procedure: Following isolation, the formula (VIII) quinoline-2,3-dicarboxylic acid is heated to about 70° to 95° C. with an excess of acetic anhydride to yield the formula (IV) 2,3-quinolinedicarboxylic acid anhydride, having the structure: ##STR8## wherein L, M, Q and R7 are as described above. A cosolvent such as pyridine or pyridine-dimethoxyethane may also be used in this reaction, but is not essential to obtain the desired product. The reactants are FC=1C=C(C=C2C(C(=CN(C12)C)C(=O)OCC)=O)I (ethyl 8-fluoro-6-iodo-1-methyl-4-oxo-1,4-dihydro-3-quinolinecarboxylate), 13, ClC1=CC=C(CN)C=C1 (p-chlorobenzylarnine), CCCCCC (hexane). Yields the product ClC1=CC=C(CNC(=O)C2=CN(C3=C(C=C(C=C3C2=O)I)F)C)C=C1 (N-(4-Chlorobenzyl)-8-fluoro-6-iodo-1-methyl-4-oxo-1,4-dihydro-3-quinolinecarboxamide). As a reaction SMILES: [F:1][C:2]1[CH:3]=[C:4]([I:19])[CH:5]=[C:6]2[C:11]=1[N:10]([CH3:12])[CH:9]=[C:8]([C:13]([O:15]CC)=O)[C:7]2=[O:18].CCCCCC.[Cl:26][C:27]1[CH:34]=[CH:33][C:30]([CH2:31][NH2:32])=[CH:29][CH:28]=1>>[Cl:26][C:27]1[CH:34]=[CH:33][C:30]([CH2:31][NH:32][C:13]([C:8]2[C:7](=[O:18])[C:6]3[C:11](=[C:2]([F:1])[CH:3]=[C:4]([I:19])[CH:5]=3)[N:10]([CH3:12])[CH:9]=2)=[O:15])=[CH:29][CH:28]=1. Procedure details: A solution of ethyl 8-fluoro-6-iodo-1-methyl-4-oxo-1,4-dihydro-3-quinolinecarboxylate from Preparation No. 13 (15.8 g) in p-chlorobenzylarnine (15.4 mL) is warmed to 190° C. The mixture is then cooled to room temperature, and hexane is added. The resulting precipitate is collected by filtration to give the title compound as a solid. An analytical sample is prepared by recrystallization from EtOH.